From a dataset of the Open Reaction Database (ORD), a public repository of structured organic reaction records. describe an organic reaction: reactants, conditions, products, and yield Reactants: C(C)(C)(C)C1=CC(=C(C=N1)C=1N([C@]([C@](N1)(C)C1=CC=C(C=C1)Cl)(C)C1=CC=C(C=C1)Cl)C(=O)N1CCC(CC1)CC(=O)O)OCC ({1-[(4S,5R)-2-(6-tert-butyl-4-ethoxy-pyridin-3-yl)-4,5-bis-(4-chloro-phenyl)-4,5-dimethyl-4,5-dihydro-imidazole-1-carbonyl]-piperidin-4-yl}-acetic acid), FC1=C(CN)C=CC=C1 (2-fluoro-benzylamine). Yields the product C(C)(C)(C)C1=CC(=C(C=N1)C=1N([C@]([C@](N1)(C)C1=CC=C(C=C1)Cl)(C)C1=CC=C(C=C1)Cl)C(=O)N1CCC(CC1)CC(=O)NCC1=C(C=CC=C1)F)OCC (2-{1-[(4S,5R)-2-(6-tert-Butyl-4-ethoxy-pyridin-3-yl)-4,5-bis-(4-chloro-phenyl)-4,5-dimethyl-4,5-dihydro-imidazole-1-carbonyl]-piperidin-4-yl}-N-(2-fluoro-benzyl)-acetamide). As a reaction SMILES: [C:1]([C:5]1[N:10]=[CH:9][C:8]([C:11]2[N:12]([C:32]([N:34]3[CH2:39][CH2:38][CH:37]([CH2:40][C:41](O)=[O:42])[CH2:36][CH2:35]3)=[O:33])[C@@:13]([C:25]3[CH:30]=[CH:29][C:28]([Cl:31])=[CH:27][CH:26]=3)([CH3:24])[C@@:14]([C:17]3[CH:22]=[CH:21][C:20]([Cl:23])=[CH:19][CH:18]=3)([CH3:16])[N:15]=2)=[C:7]([O:44][CH2:45][CH3:46])[CH:6]=1)([CH3:4])([CH3:3])[CH3:2].[F:47][C:48]1[CH:55]=[CH:54][CH:53]=[CH:52][C:49]=1[CH2:50][NH2:51]>>[C:1]([C:5]1[N:10]=[CH:9][C:8]([C:11]2[N:12]([C:32]([N:34]3[CH2:39][CH2:38][CH:37]([CH2:40][C:41]([NH:51][CH2:50][C:49]4[CH:52]=[CH:53][CH:54]=[CH:55][C:48]=4[F:47])=[O:42])[CH2:36][CH2:35]3)=[O:33])[C@@:13]([C:25]3[CH:30]=[CH:29][C:28]([Cl:31])=[CH:27][CH:26]=3)([CH3:24])[C@@:14]([C:17]3[CH:18]=[CH:19][C:20]([Cl:23])=[CH:21][CH:22]=3)([CH3:16])[N:15]=2)=[C:7]([O:44][CH2:45][CH3:46])[CH:6]=1)([CH3:2])([CH3:3])[CH3:4]. Procedure: In a manner analogous to the method described in example 163, {1-[(4S,5R)-2-(6-tert-butyl-4-ethoxy-pyridin-3-yl)-4,5-bis-(4-chloro-phenyl)-4,5-dimethyl-4,5-dihydro-imidazole-1-carbonyl]-piperidin-4-yl}-acetic acid was coupled with 2-fluoro-benzylamine (Aldrich) to give the title compound. HR-MS (ES, m/z) calculated for C43H49Cl2FN5O3 [(M+H)+] 772.3191, observed 772.3185. Reaction conditions: temperature 100 celsius. Procedure details: To a solution of (S)-ethyl 2-tert-butoxy-2-(7-(4-chlorophenyl)-2-(2-chloropyridin-4-yl)-5-methylbenzo[d]thiazol-6-yl)acetate (32.0 mg, 0.061 mmol) and 1,2-dimethyl-6-(tributylstannyl)-1H-indazol-3(2H)-one (33.0 mg, 0.073 mmol) in dioxane (0.8 mL) was added Pd(PPh3)4 (4.0 mg, 0.003 mmol) and CuI (4.0 mg, 0.018 mmol). The reaction was degassed for 5 minutes with N2 and then heated at 100° C. for 2 days. Concentrated in vacuo and then purified by flash column chromatography (silica gel, 0 to 100% e... Solvent: O1CCOCC1 (dioxane). Reaction SMILES: [C:1]([O:5][C@@H:6]([C:12]1[C:27]([CH3:28])=[CH:26][C:15]2[N:16]=[C:17]([C:19]3[CH:24]=[CH:23][N:22]=[C:21](Cl)[CH:20]=3)[S:18][C:14]=2[C:13]=1[C:29]1[CH:34]=[CH:33][C:32]([Cl:35])=[CH:31][CH:30]=1)[C:7]([O:9][CH2:10][CH3:11])=[O:8])([CH3:4])([CH3:3])[CH3:2].[CH3:36][N:37]1[C:45]2[C:40](=[CH:41][CH:42]=[C:43]([Sn](CCCC)(CCCC)CCCC)[CH:44]=2)[C:39](=[O:59])[N:38]1[CH3:60]>O1CCOCC1.C1C=CC([P]([Pd]([P](C2C=CC=CC=2)(C2C=CC=CC=2)C2C=CC=CC=2)([P](C2C=CC=CC=2)(C2C=CC=CC=2)C2C=CC=CC=2)[P](C2C=CC=CC=2)(C2C=CC=CC=2)C2C=CC=CC=2)(C2C=CC=CC=2)C2C=CC=CC=2)=CC=1.[Cu]I>[C:1]([O:5][C@@H:6]([C:12]1[C:27]([CH3:28])=[CH:26][C:15]2[N:16]=[C:17]([C:19]3[CH:24]=[CH:23][N:22]=[C:21]([C:43]4[CH:44]=[C:45]5[C:40]([C:39](=[O:59])[N:38]([CH3:60])[N:37]5[CH3:36])=[CH:41][CH:42]=4)[CH:20]=3)[S:18][C:14]=2[C:13]=1[C:29]1[CH:34]=[CH:33][C:32]([Cl:35])=[CH:31][CH:30]=1)[C:7]([O:9][CH2:10][CH3:11])=[O:8])([CH3:2])([CH3:3])[CH3:4] |^1:70,72,91,110|. Reagents/catalysts: C=1C=CC(=CC1)[P](C=2C=CC=CC2)(C=3C=CC=CC3)[Pd]([P](C=4C=CC=CC4)(C=5C=CC=CC5)C=6C=CC=CC6)([P](C=7C=CC=CC7)(C=8C=CC=CC8)C=9C=CC=CC9)[P](C=1C=CC=CC1)(C=1C=CC=CC1)C=1C=CC=CC1 (Pd(PPh3)4), [Cu]I (CuI). The reactants are C(C)(C)(C)O[C@H](C(=O)OCC)C1=C(C2=C(N=C(S2)C2=CC(=NC=C2)Cl)C=C1C)C1=CC=C(C=C1)Cl ((S)-ethyl 2-tert-butoxy-2-(7-(4-chlorophenyl)-2-(2-chloropyridin-4-yl)-5-methylbenzo[d]thiazol-6-yl)acetate), CN1N(C(C2=CC=C(C=C12)[Sn](CCCC)(CCCC)CCCC)=O)C (1,2-dimethyl-6-(tributylstannyl)-1H-indazol-3(2H)-one). Yields the product C(C)(C)(C)O[C@H](C(=O)OCC)C1=C(C2=C(N=C(S2)C2=CC(=NC=C2)C2=CC=C3C(N(N(C3=C2)C)C)=O)C=C1C)C1=CC=C(C=C1)Cl ((S)-ethyl 2-tert-butoxy-2-(7-(4-chlorophenyl)-2-(2-(1,2-dimethyl-3-oxo-2,3-dihydro-1H-indazol-6-yl)pyridin-4-yl)-5-methylbenzo[d]thiazol-6-yl)acetate). Starting materials: FC1=C(C=CC(=C1)[N+](=O)[O-])N1C=NC=C1 (1-(2-fluoro-4-nitrophenyl)-1H-imidazole). Reagents/catalysts: CO (MeOH), [Pd] (Pd—C). Yields the product FC=1C=C(C=CC1N1C=NC=C1)N (3-fluoro-4-(1H-imidazol-1-yl)benzenamine). Yield: 88.5%. Reaction SMILES: [F:1][C:2]1[CH:7]=[C:6]([N+:8]([O-])=O)[CH:5]=[CH:4][C:3]=1[N:11]1[CH:15]=[CH:14][N:13]=[CH:12]1>CO.[Pd]>[F:1][C:2]1[CH:7]=[C:6]([NH2:8])[CH:5]=[CH:4][C:3]=1[N:11]1[CH:15]=[CH:14][N:13]=[CH:12]1. Procedure details: A mixture of 1-(2-fluoro-4-nitrophenyl)-1H-imidazole (1.81 g, 8.74 mmol) and Pd—C (10%, 0.200 g) in MeOH (20 mL) (containing 10 drops of 6N HCl) was hydrogenated under balloon H2 overnight. The mixture was filtered through celite. The filtrate was concentrated in vacuo. The residue was dried on vacuum to give 3-fluoro-4-(1H-imidazol-1-yl)benzenamine as a solid (1.37 g). MS 178.3 (M+H) Reactants: C(C)(C)(C)[Si](OC(C#N)(CC1=CC(=CC=C1)C=1C=C(C=C2C=CC=NC12)C(C)(C)S(=O)(=O)C)C1=CC=C(C=C1)SC)(C)C (2-(tert-Butyl-dimethyl-silanyloxy)-3-{3-[6-(1-methanesulfonyl-1-methyl-ethyl)-quinolin-8-yl]-phenyl}-2-(4-methylsulfanyl-phenyl)-propionitrile), [F-].C(CCC)[N+](CCCC)(CCCC)CCCC (tetrabutylammonium fluoride). Run in [OH-].[Na+] (sodium hydroxide), C(C)(=O)OCC (ethyl acetate), C1CCOC1 (THF). Conditions: temperature 21 celsius, time 30 minute. The product is CS(=O)(=O)C(C)(C)C=1C=C2C=CC=NC2=C(C1)C=1C=C(C=CC1)CC(=O)C1=CC=C(C=C1)SC (2-{3-[6-(1-Methanesulfonyl-1-methyl-ethyl)-quinolin-8-yl]-phenyl}-1-(4-methylsulfanyl-phenyl)-ethanone). RXN SMILES: C([Si](C)(C)[O:6][C:7]([C:34]1[CH:39]=[CH:38][C:37]([S:40][CH3:41])=[CH:36][CH:35]=1)([CH2:10][C:11]1[CH:16]=[CH:15][CH:14]=[C:13]([C:17]2[CH:18]=[C:19]([C:27]([S:30]([CH3:33])(=[O:32])=[O:31])([CH3:29])[CH3:28])[CH:20]=[C:21]3[C:26]=2[N:25]=[CH:24][CH:23]=[CH:22]3)[CH:12]=1)C#N)(C)(C)C.[F-].C([N+](CCCC)(CCCC)CCCC)CCC>C1COCC1.[OH-].[Na+].C(OCC)(=O)C>[CH3:33][S:30]([C:27]([C:19]1[CH:20]=[C:21]2[C:26](=[C:17]([C:13]3[CH:12]=[C:11]([CH2:10][C:7]([C:34]4[CH:35]=[CH:36][C:37]([S:40][CH3:41])=[CH:38][CH:39]=4)=[O:6])[CH:16]=[CH:15][CH:14]=3)[CH:18]=1)[N:25]=[CH:24][CH:23]=[CH:22]2)([CH3:28])[CH3:29])(=[O:31])=[O:32] |f:1.2,4.5|. Procedure: To a solution of crude cyanohydrin from Step 2 above in THF (25 mL) was added tetrabutylammonium fluoride (1M, THF, 6.5 mL, 6.5 mmol) dropwise. The resulting reaction mixture was stirred at 21° C. for 30 min and diluted with a sodium hydroxide solution and ethyl acetate. The organic extracts were washed (1N NaOH 2×), (brine), dried (MgSO4), filtered and concentrated. The reactants are C(C)(=O)N1N=C(C2=C1C1=CC=CC=C1C2)C2=CC=C(NC(C)=O)C=C2 (4′-(1-acetyl-1,4-dihydroindeno[1,2-c]pyrazol-3-yl)acetanilide), Cl (hydrochloric acid), aqueous solution, [OH-].[Na+] (sodium hydroxide). Solvent: CO (methanol). Run at time 20 minute. The product is Cl.Cl.N1N=C(C2=C1C1=CC=CC=C1C2)C2=CC=C(NC(C)=O)C=C2 (4′-(1,4-dihydroindeno[1,2-c]pyrazol-3-yl)acetanilide dihydrochloride). RXN SMILES: C([N:4]1[C:8]2[C:9]3[C:14]([CH2:15][C:7]=2[C:6]([C:16]2[CH:25]=[CH:24][C:19]([NH:20][C:21](=[O:23])[CH3:22])=[CH:18][CH:17]=2)=[N:5]1)=[CH:13][CH:12]=[CH:11][CH:10]=3)(=O)C.[OH-].[Na+].[ClH:28]>CO>[ClH:28].[ClH:28].[NH:4]1[C:8]2[C:9]3[C:14]([CH2:15][C:7]=2[C:6]([C:16]2[CH:25]=[CH:24][C:19]([NH:20][C:21](=[O:23])[CH3:22])=[CH:18][CH:17]=2)=[N:5]1)=[CH:13][CH:12]=[CH:11][CH:10]=3 |f:1.2,5.6.7|. Procedure: 4′-(1-acetyl-1,4-dihydroindeno[1,2-c]pyrazol-3-yl)acetanilide (1.0 g) was suspended in methanol (40 ml) and a 2N aqueous solution of sodium hydroxide (15 ml) added. The mixture was stirred at ambient temperature for about 20 minutes and then poured onto an aqueous solution of 2N hydrochloric acid (75 ml), a colourless solid precipitated which was collected by filtration and dried in vacuo at about 60° C. to give 4′-(1,4-dihydroindeno[1,2-c]pyrazol-3-yl)acetanilide dihydrochloride (0.96 g) m.p. 2...